This data is from the Open Reaction Database (ORD), a public repository of structured organic reaction records. The task is: describe an organic reaction: reactants, conditions, products, and yield Starting materials: Cl, Cl, Cl, [N-]=[N+]=Nc1ccc(S(=O)(=O)Cl)cc1, [N-]=[N+]=Nc1ccc(S(=O)(=O)NCCSSCCN)cc1, NCCSSCCN, [Na+], O=C1CCC(=O)O1, [OH-], O. Reaction SMILES: [ClH:1].[ClH:2].[ClH:53].[N:13]([c:14]1[cH:15][cH:16][c:17]([S:18]([Cl:19])(=[O:20])=[O:21])[cH:22][cH:23]1)=[N+:24]=[N-:25].[N:26](=[N+:27]=[N-:28])[c:29]1[cH:30][cH:31][c:32]([S:35](=[O:36])(=[O:37])[NH:38][CH2:39][CH2:40][S:41][S:42][CH2:43][CH2:44][NH2:45])[cH:33][cH:34]1.[NH2:3][CH2:4][CH2:5][S:6][S:7][CH2:8][CH2:9][NH2:10].[Na+:12].[O:46]=[C:47]1[CH2:48][CH2:49][C:50](=[O:51])[O:52]1.[OH-:11].[OH2:54]>>[N:26](=[N+:27]=[N-:28])[c:29]1[cH:30][cH:31][c:32]([S:35](=[O:36])(=[O:37])[NH:38][CH2:39][CH2:40][S:41][S:42][CH2:43][CH2:44][NH:45][C:50]([CH2:49][CH2:48][C:47](=[O:46])[OH:52])=[O:51])[cH:33][cH:34]1. Yields the product [N-]=[N+]=Nc1ccc(S(=O)(=O)NCCSSCCNC(=O)CCC(=O)O)cc1.